Dataset: the Open Reaction Database (ORD), a public repository of structured organic reaction records. Task: describe an organic reaction: reactants, conditions, products, and yield Starting materials: BrBr (Bromine), C(=O)(O)C=1OC2=C(C1)C=C(C=C2)O.BrC2=C(C(=CC1=C2C=C(O1)C(=O)O)Br)O (4,6-dibromo-2-carboxy-5-hydroxybenzofuran 2-carboxy-5-hydroxybenzofuran), C(C)(=O)[O-].[K+] (potassium acetate), O (Water). Run in C(C)(=O)O (acetic acid), C(C)(=O)O (acetic acid). Run at temperature 0 celsius, time 2.5 hour. Yields the product BrC1=C(C(=CC2=C1C=C(O2)C(=O)O)Br)O (4,6-dibromo-2-carboxy-5-hydroxybenzofuran). RXN SMILES: C(C1OC2C=CC(O)=CC=2C=1)(O)=O.[Br:14][C:15]1[C:20]2[CH:21]=[C:22]([C:24]([OH:26])=[O:25])[O:23][C:19]=2[CH:18]=[C:17]([Br:27])[C:16]=1[OH:28].C([O-])(=O)C.[K+].BrBr.O>C(O)(=O)C>[Br:14][C:15]1[C:20]2[CH:21]=[C:22]([C:24]([OH:26])=[O:25])[O:23][C:19]=2[CH:18]=[C:17]([Br:27])[C:16]=1[OH:28] |f:0.1,2.3|. Procedure details: Preparation of 2-carboxy-5-hydroxybenzofuran 2-Carboxy-5-methoxybenzofuran (1.0 g, 5.2 mmol) was dissolved in anhydrous dichloromethane (25 ml) and cooled to −78° C. A 1 M solution of borontribromide (15.6 ml) in dichloromethane was added slowly. The reaction mixture was allowed to warm to ambient temperature under an atmosphere of nitrogen, and stirred 4 hours. The solution was quenched with aqueous ammonium chloride (20 ml) and extracted with ethyl acetate. The aqueous layer was washed with wa... The reactants are C(C)OP(=O)(OCC)CC(=O)OCC (ethyl diethylphosphonoacetate), [H-].[Na+] (sodium hydride), O1C=C(C=C1)C=O (3-furaldehyde), CCOCC (ether). Run in C1=CC=CC=C1 (benzene), C1=CC=CC=C1 (benzene). Run at time 30 minute. Product: O1C=C(C=C1)/C=C/C(=O)OCC (ethyl (E)-3-(3-furyl)acrylate). RXN SMILES: C(OP([CH2:9][C:10]([O:12][CH2:13][CH3:14])=[O:11])(OCC)=O)C.[H-].[Na+].[O:17]1[CH:21]=[CH:20][C:19]([CH:22]=O)=[CH:18]1.CCOCC>C1C=CC=CC=1>[O:17]1[CH:21]=[CH:20][C:19](/[CH:22]=[CH:9]/[C:10]([O:12][CH2:13][CH3:14])=[O:11])=[CH:18]1 |f:1.2|. Procedure details: To a solution of 17.7 g (78.8 mmol) of ethyl diethylphosphonoacetate in 150 ml of benzene, 2.89 g (72.2 mmol) of sodium hydride (60% in oil) was added under ice-cooling, followed by stirring for 30 minutes. To this solution, a solution of 6.308 g (65.65 mmol) of 3-furaldehyde in 50 ml of benzene was added dropwise, followed by stirring at room temperature for 30 minutes and refluxing for 30 minutes. After the reaction mixture was cooled to room temperature, ether was added; the mixture was then ...